This data is from the Open Reaction Database (ORD), a public repository of structured organic reaction records. The task is: describe an organic reaction: reactants, conditions, products, and yield As a reaction SMILES: [C:1]1([CH:7]([O:14][C:15]([C:17]2[N:22]3[C:23](=[O:26])[C@@H:24]([NH2:25])[C@H:21]3[S:20][CH2:19][C:18]=2[S:27][CH:28]([C:35]([C:48]2[CH:53]=[CH:52][CH:51]=[CH:50][CH:49]=2)([C:42]2[CH:47]=[CH:46][CH:45]=[CH:44][CH:43]=2)[C:36]2[CH:41]=[CH:40][CH:39]=[CH:38][CH:37]=2)[S:29][C:30]2[N:31]=[N:32][NH:33][CH:34]=2)=[O:16])[C:8]2[CH:13]=[CH:12][CH:11]=[CH:10][CH:9]=2)[CH:6]=[CH:5][CH:4]=[CH:3][CH:2]=1.[C:54]([O:58][C:59]([NH:61][C:62]1[S:63][CH:64]=[C:65]([CH2:67][C:68](O)=[O:69])[N:66]=1)=[O:60])([CH3:57])([CH3:56])[CH3:55].CN1CCOCC1.P(Cl)(Cl)(OC1C=CC=CC=1)=O>ClCCl>[C:1]1([CH:7]([O:14][C:15]([C:17]2[N:22]3[C:23](=[O:26])[C@@H:24]([NH:25][C:68](=[O:69])[CH2:67][C:65]4[N:66]=[C:62]([NH:61][C:59]([O:58][C:54]([CH3:56])([CH3:55])[CH3:57])=[O:60])[S:63][CH:64]=4)[C@H:21]3[S:20][CH2:19][C:18]=2[S:27][CH:28]([C:35]([C:48]2[CH:53]=[CH:52][CH:51]=[CH:50][CH:49]=2)([C:42]2[CH:43]=[CH:44][CH:45]=[CH:46][CH:47]=2)[C:36]2[CH:37]=[CH:38][CH:39]=[CH:40][CH:41]=2)[S:29][C:30]2[N:31]=[N:32][NH:33][CH:34]=2)=[O:16])[C:8]2[CH:13]=[CH:12][CH:11]=[CH:10][CH:9]=2)[CH:6]=[CH:5][CH:4]=[CH:3][CH:2]=1. Yield: 77.0%. The product is C1(=CC=CC=C1)C(C1=CC=CC=C1)OC(=O)C1=C(CS[C@H]2N1C([C@H]2NC(CC=2N=C(SC2)NC(=O)OC(C)(C)C)=O)=O)SC(SC=2N=NNC2)C(C2=CC=CC=C2)(C2=CC=CC=C2)C2=CC=CC=C2 (7β-[2-(2-t-butoxycarbonylaminothiazol-4-yl)acetamido]-3-(trityl-1,2,3-triazol-4-ylthiomethylthio)-3-cephem-4-carboxylic acid diphenylmethyl ester). The reactants are C1(=CC=CC=C1)C(C1=CC=CC=C1)OC(=O)C1=C(CS[C@H]2N1C([C@H]2N)=O)SC(SC=2N=NNC2)C(C2=CC=CC=C2)(C2=CC=CC=C2)C2=CC=CC=C2 (7β-amino-3-(trityl-1,2,3-triazol-4-ylthiomethyl-thio)-3-cephem-4-carboxylic acid diphenylmethyl ester), C(C)(C)(C)OC(=O)NC=1SC=C(N1)CC(=O)O (2-(2-t-butoxycarbonylaminothiazol-4-yl)acetic acid), CN1CCOCC1 (N-methylmorpholine), P(=O)(OC1=CC=CC=C1)(Cl)Cl (phenyl dichlorophosphate). Run in ClCCl (dichloromethane). Conditions: temperature -30 celsius, time 40 minute. Procedure: To a solution of 7β-amino-3-(trityl-1,2,3-triazol-4-ylthiomethyl-thio)-3-cephem-4-carboxylic acid diphenylmethyl ester (800 mg: 1.06 mMol.) and 2-(2-t-butoxycarbonylaminothiazol-4-yl)acetic acid (287 mg: 1.11 mMol.) in dichloromethane (8 ml) cooling at -30° C. are added N-methylmorpholine (0.27 ml: 2.46 mMol.) and phenyl dichlorophosphate (0.19 ml: 1.27 mMol.), and the mixture is stirred at -30° C. for 40 minutes. The reaction mixture is quenched with 10% hydrochloric acid (1 ml), diluted with w... Starting materials: O=C1CCC(=O)N1Br, CCOC(=O)c1cnc(N)s1, ClCCl, CS(=O)(=O)c1ccc(C(=CCC2CCCC2)C(=O)O)cc1, c1ccc(P(c2ccccc2)c2ccccc2)cc1. The product is CCOC(=O)c1cnc(NC(=O)C(=CCC2CCCC2)c2ccc(S(C)(=O)=O)cc2)s1. Reaction SMILES: [Br:20][N:21]1[C:22](=[O:23])[CH2:24][CH2:25][C:26]1=[O:27].[CH2:49]([CH3:50])[O:51][C:52](=[O:53])[c:54]1[cH:55][n:56][c:57]([NH2:59])[s:58]1.[CH2:60]([Cl:61])[Cl:62].[CH:28]1([CH2:33][CH:34]=[C:35]([C:36](=[O:37])[OH:38])[c:39]2[cH:40][cH:41][c:42]([S:45](=[O:46])(=[O:47])[CH3:48])[cH:43][cH:44]2)[CH2:29][CH2:30][CH2:31][CH2:32]1.[c:1]1([P:2]([c:3]2[cH:4][cH:5][cH:6][cH:7][cH:8]2)[c:9]2[cH:10][cH:11][cH:12][cH:13][cH:14]2)[cH:15][cH:16][cH:17][cH:18][cH:19]1>>[CH:28]1([CH2:33][CH:34]=[C:35]([C:36](=[O:38])[NH:59][c:57]2[n:56][cH:55][c:54]([C:52]([O:51][CH2:49][CH3:50])=[O:53])[s:58]2)[c:39]2[cH:40][cH:41][c:42]([S:45](=[O:46])(=[O:47])[CH3:48])[cH:43][cH:44]2)[CH2:29][CH2:30][CH2:31][CH2:32]1.